describe an organic reaction: reactants, conditions, products, and yield From a dataset of the Open Reaction Database (ORD), a public repository of structured organic reaction records. Reactants: NC1=C(C=CC=C1)NC(=O)C1CC(C1)OCC1=CC=CC=C1 (N-(2-aminophenyl)-3-(benzyloxy)cyclobutanecarboxamide). The solvent is C(C)(=O)O (acetic acid). The product is C(C1=CC=CC=C1)OC1CC(C1)C1=NC2=C(N1)C=CC=C2 (2-(3-(Benzyloxy)cyclobutyl)-1H-benzo[d]imidazole). RXN SMILES: [NH2:1][C:2]1[CH:7]=[CH:6][CH:5]=[CH:4][C:3]=1[NH:8][C:9]([CH:11]1[CH2:14][CH:13]([O:15][CH2:16][C:17]2[CH:22]=[CH:21][CH:20]=[CH:19][CH:18]=2)[CH2:12]1)=O>C(O)(=O)C>[CH2:16]([O:15][CH:13]1[CH2:14][CH:11]([C:9]2[NH:8][C:3]3[CH:4]=[CH:5][CH:6]=[CH:7][C:2]=3[N:1]=2)[CH2:12]1)[C:17]1[CH:22]=[CH:21][CH:20]=[CH:19][CH:18]=1. Procedure: A solution of N-(2-aminophenyl)-3-(benzyloxy)cyclobutanecarboxamide (1.78 g, 6.01 mmol) in acetic acid was heated to 100° C. for 1 h, then cooled to RT. The acetic acid was removed in vacuo and ethyl acetate was added to the resulting oil. The resulting suspension was filtered and the collected solid was air dried to give 2-(3-(Benzyloxy)cyclobutyl)-1H-benzo[d]imidazole. The filtrate was concentrated in vacuo to give another suspension, which was filtered, air dried, and added to the first crop ... Reactants: O (Water), N1=CC=CC=C1 (Pyridine), ClC(=O)OC (methyl chloroformate), NCCOC1=CC(=CC2=CC=CC=C12)CN(C(OC(C)(C)C)=O)C1CC1 (tert-butyl {[4-(2-aminoethoxy)-2-naphthyl]methyl}cyclopropylcarbamate). Run in C(Cl)(Cl)Cl (chloroform). The product is C(C)(C)(C)OC(=O)N(C1CC1)CC=1C=C(C2=CC=CC=C2C1)OCCNC(OC)=O (methyl {2-[(3-{[(tert-butoxycarbonyl)(cyclopropyl)amino]methyl}-1-naphthyl)oxy]ethyl}carbamate). As a reaction SMILES: N1C=CC=CC=1.Cl[C:8]([O:10][CH3:11])=[O:9].[NH2:12][CH2:13][CH2:14][O:15][C:16]1[C:25]2[C:20](=[CH:21][CH:22]=[CH:23][CH:24]=2)[CH:19]=[C:18]([CH2:26][N:27]([CH:35]2[CH2:37][CH2:36]2)[C:28](=[O:34])[O:29][C:30]([CH3:33])([CH3:32])[CH3:31])[CH:17]=1.O>C(Cl)(Cl)Cl>[C:30]([O:29][C:28]([N:27]([CH2:26][C:18]1[CH:17]=[C:16]([O:15][CH2:14][CH2:13][NH:12][C:8](=[O:9])[O:10][CH3:11])[C:25]2[C:20]([CH:19]=1)=[CH:21][CH:22]=[CH:23][CH:24]=2)[CH:35]1[CH2:36][CH2:37]1)=[O:34])([CH3:31])([CH3:32])[CH3:33]. Procedure: Pyridine (272 μL) and methyl chloroformate (130 μL) were added to a solution of tert-butyl {[4-(2-aminoethoxy)-2-naphthyl]methyl}cyclopropylcarbamate (400 mg) in chloroform (4.0 ml) under ice-cooling and the mixture was stirred at room temperature for an hour. Water was added to the reaction mixture and it was extracted with chloroform. The organic layer was washed with a saturated aqueous solution of sodium bicarbonate and saturated brine successively, dried over sodium sulfate and concentrated... Reactants: CS(=O)(=O)Nc1cc(CN(CCN2Cc3ccc(F)cc3CC2Cc2ccc(F)cc2)C(=O)OCc2ccccc2)cc(NS(C)(=O)=O)c1, CO. The product is CS(=O)(=O)Nc1cc(CNCCN2Cc3ccc(F)cc3CC2Cc2ccc(F)cc2)cc(NS(C)(=O)=O)c1. Reaction SMILES: [CH2:1]([O:2][C:3](=[O:4])[N:11]([CH2:12][CH2:13][N:14]1[CH2:15][c:16]2[cH:17][cH:18][c:19]([F:32])[cH:20][c:21]2[CH2:22][CH:23]1[CH2:24][c:25]1[cH:26][cH:27][c:28]([F:31])[cH:29][cH:30]1)[CH2:33][c:34]1[cH:35][c:36]([NH:45][S:46](=[O:47])(=[O:48])[CH3:49])[cH:37][c:38]([NH:40][S:41](=[O:42])(=[O:43])[CH3:44])[cH:39]1)[c:5]1[cH:6][cH:7][cH:8][cH:9][cH:10]1.[CH3:50][OH:51]>>[NH:11]([CH2:12][CH2:13][N:14]1[CH2:15][c:16]2[cH:17][cH:18][c:19]([F:32])[cH:20][c:21]2[CH2:22][CH:23]1[CH2:24][c:25]1[cH:26][cH:27][c:28]([F:31])[cH:29][cH:30]1)[CH2:33][c:34]1[cH:35][c:36]([NH:45][S:46](=[O:47])(=[O:48])[CH3:49])[cH:37][c:38]([NH:40][S:41](=[O:42])(=[O:43])[CH3:44])[cH:39]1. Starting materials: CCOC(=O)c1ccnc(Cl)c1, OB(O)c1ccc2ccccc2c1. The product is CCOC(=O)c1ccnc(-c2ccc3ccccc3c2)c1. As a reaction SMILES: [Cl:14][c:15]1[cH:16][c:17]([C:18](=[O:19])[O:20][CH2:21][CH3:22])[cH:23][cH:24][n:25]1.[cH:1]1[c:2]([B:11]([OH:12])[OH:13])[cH:3][cH:4][c:5]2[cH:6][cH:7][cH:8][cH:9][c:10]12>>[cH:1]1[c:2](-[c:15]2[cH:16][c:17]([C:18](=[O:19])[O:20][CH2:21][CH3:22])[cH:23][cH:24][n:25]2)[cH:3][cH:4][c:5]2[cH:6][cH:7][cH:8][cH:9][c:10]12. Reactants: [BH4-], C1CCOC1, COC(=O)c1ccc2c(c1)N(S(=O)(=O)c1c(C)cc(OC)cc1C)CC2, [Li+]. Product: COc1cc(C)c(S(=O)(=O)N2CCc3ccc(CO)cc32)c(C)c1. Reaction SMILES: [BH4-:1].[CH2:29]1[O:30][CH2:31][CH2:32][CH2:33]1.[CH3:3][O:4][c:5]1[cH:6][c:7]([CH3:28])[c:8]([S:12](=[O:13])(=[O:14])[N:15]2[CH2:16][CH2:17][c:18]3[cH:19][cH:20][c:21]([C:24](=[O:25])[O:26][CH3:27])[cH:22][c:23]32)[c:9]([CH3:11])[cH:10]1.[Li+:2]>>[CH3:3][O:4][c:5]1[cH:6][c:7]([CH3:28])[c:8]([S:12](=[O:13])(=[O:14])[N:15]2[CH2:16][CH2:17][c:18]3[cH:19][cH:20][c:21]([CH2:24][OH:25])[cH:22][c:23]32)[c:9]([CH3:11])[cH:10]1. Reported procedure: To a cold mixture of 2-amino-1,3,4,6,7,11b-hexahydro-9,10-dimethoxy-2H-benzo[a]quinolizine, (7 g, 0.026 mole) in 200 ml of toluene and 50 ml of 20% NaOH, was added dropwise 4.5 g of 4-fluorobenzoyl chloride. The mixture was stirred in the cold for 1 hour and at room temperature for 1 hour. The resulting solid product was collected and chromatographed over silica gel using ethyl acetate-methanol-chloroform (3:1:1) as eluant. The major fraction (5.0 g) was converted to the HCl salt with hydrogen c... Starting materials: NC1CCN2CCC3=C(C2C1)C=C(C(=C3)OC)OC (2-amino-1,3,4,6,7,11b-hexahydro-9,10-dimethoxy-2H-benzo[a]quinolizine), FC1=CC=C(C(=O)Cl)C=C1 (4-fluorobenzoyl chloride). Reaction conditions: time 1 hour. The solvent is C1(=CC=CC=C1)C (toluene), [OH-].[Na+] (NaOH). Yield: 21.0%. Product: Cl.FC1=CC=C(C(=O)NC2CCN3CCC4=C(C3C2)C=C(C(=C4)OC)OC)C=C1 (2-(4-Fluorobenzoylamino)-1,3,4,6,7,11b-hexahydro-9,10-dimethoxy-2H-benzo[a]quinolizine hydrochloride). Reaction SMILES: [NH2:1][CH:2]1[CH2:11][CH:10]2[N:5]([CH2:6][CH2:7][C:8]3[CH:15]=[C:14]([O:16][CH3:17])[C:13]([O:18][CH3:19])=[CH:12][C:9]=32)[CH2:4][CH2:3]1.[F:20][C:21]1[CH:29]=[CH:28][C:24]([C:25]([Cl:27])=[O:26])=[CH:23][CH:22]=1>C1(C)C=CC=CC=1.[OH-].[Na+]>[ClH:27].[F:20][C:21]1[CH:29]=[CH:28][C:24]([C:25]([NH:1][CH:2]2[CH2:11][CH:10]3[N:5]([CH2:6][CH2:7][C:8]4[CH:15]=[C:14]([O:16][CH3:17])[C:13]([O:18][CH3:19])=[CH:12][C:9]=43)[CH2:4][CH2:3]2)=[O:26])=[CH:23][CH:22]=1 |f:3.4,5.6|. Starting materials: Cl (Hydrogen chloride), CC=1N(C(C2=C(N1)N(C=C2)C2=CC=CC=C2)=NC)C (2,3-dimethyl-4-methylimino-7-phenyl-3H,7H-pyrrolo[2,3-d] pyrimidine). The solvent is CCCCCC (hexane). Yields the product Cl.CC=1N(C(C2=C(N1)N(C=C2)C2=CC=CC=C2)=NC)C (2,3-dimethyl-4-methylimino-7-phenyl-3H,7H-pyrrolo[2,3-d] pyrimidine hydrochloride). Reaction SMILES: [ClH:1].[CH3:2][C:3]1[N:4]([CH3:20])[C:5](=[N:18][CH3:19])[C:6]2[CH:11]=[CH:10][N:9]([C:12]3[CH:17]=[CH:16][CH:15]=[CH:14][CH:13]=3)[C:7]=2[N:8]=1>CCCCCC>[ClH:1].[CH3:2][C:3]1[N:4]([CH3:20])[C:5](=[N:18][CH3:19])[C:6]2[CH:11]=[CH:10][N:9]([C:12]3[CH:17]=[CH:16][CH:15]=[CH:14][CH:13]=3)[C:7]=2[N:8]=1 |f:3.4|. Procedure: Hydrogen chloride gas was passed into a solution of 2,3-dimethyl-4-methylimino-7-phenyl-3H,7H-pyrrolo[2,3-d] pyrimidine in hexane to give a precipitate. The precipitate was collected by filtration and dried to afford 2,3-dimethyl-4-methylimino-7-phenyl-3H,7H-pyrrolo[2,3-d] pyrimidine hydrochloride as a solid, mp 257°-258° C.